This data is from the Open Reaction Database (ORD), a public repository of structured organic reaction records. The task is: describe an organic reaction: reactants, conditions, products, and yield Reactants: C(C)C1=NC=CC=C1CCl (2-ethyl-3-chloromethylpyridine), ClC1=CC(=CC=C1)C(=O)OO (m-chloroperbenzoic acid). The solvent is C(Cl)(Cl)Cl (CHCl3). Run at temperature 0 celsius, time 2 hour. Product: C(C)C1=[N+](C=CC=C1CCl)[O-] (2-ethyl-3-chloromethylpyridine-N-oxide). RXN SMILES: [CH2:1]([C:3]1[C:8]([CH2:9][Cl:10])=[CH:7][CH:6]=[CH:5][N:4]=1)[CH3:2].ClC1C=CC=C(C(OO)=[O:19])C=1>C(Cl)(Cl)Cl>[CH2:1]([C:3]1[C:8]([CH2:9][Cl:10])=[CH:7][CH:6]=[CH:5][N+:4]=1[O-:19])[CH3:2]. Procedure details: The 2-ethyl-3-chloromethylpyridine (2.4 g, 15.4 mmol) was dissolved in CHCl3 (100 mL) and cooled under nitrogen to 0° C. and m-chloroperbenzoic acid (55%, 4.2 g) was added in small portions. The reaction was stirred for 2 hours. The reaction was extracted twice with saturated aqueous sodium bicarbonate (100 mL). The organic phase was dried with MgSO4, filtered and the solvent was removed under reduced pressure. The residue was chromatographed on silica gel packed in 98:2 CH2Cl2 :MeOH and eluted ... Starting materials: CC1=C(C=C(C=C1)C=1OC(=NN1)C)C1=CC=C(C=C1)C(=O)Cl (2′-methyl-5′-(5-methyl-1,3,4-oxadiazol-2-yl)-1,1′-biphenyl-4-carbonyl chloride), COC1=C(C=C(N)C=C1)C (4-methoxy-3-methylaniline). Reported procedure: N-(4-Methoxy-3-methylphenyl)-2′-methyl-5′-(5-methyl-1,3,4-oxadiazol-2-yl)-1,1′-biphenyl-4-carboxamide was prepared from 2′-methyl-5′-(5-methyl-1,3,4-oxadiazol-2-yl)-1,1′-biphenyl-4-carbonyl chloride and 4-methoxy-3-methylaniline using method K. NMR; δH [2H6]—DMSO 10.14,(1H, b), 8.05,(2H, d), 7.90,(1H, dd), 7.57-7.55,(5H, m), 6.92,(1H, d), 3.77,(3H, s), 2.57,(3H, s), 2.33,(3H, s), 2.16,(3H, s). LCMS; retention time 3.53 min, MH+ 414. As a reaction SMILES: [CH3:1][C:2]1[CH:7]=[CH:6][C:5]([C:8]2[O:9][C:10]([CH3:13])=[N:11][N:12]=2)=[CH:4][C:3]=1[C:14]1[CH:19]=[CH:18][C:17]([C:20](Cl)=[O:21])=[CH:16][CH:15]=1.[CH3:23][O:24][C:25]1[CH:31]=[CH:30][C:28]([NH2:29])=[CH:27][C:26]=1[CH3:32]>>[CH3:23][O:24][C:25]1[CH:31]=[CH:30][C:28]([NH:29][C:20]([C:17]2[CH:18]=[CH:19][C:14]([C:3]3[CH:4]=[C:5]([C:8]4[O:9][C:10]([CH3:13])=[N:11][N:12]=4)[CH:6]=[CH:7][C:2]=3[CH3:1])=[CH:15][CH:16]=2)=[O:21])=[CH:27][C:26]=1[CH3:32]. Yields the product COC1=C(C=C(C=C1)NC(=O)C1=CC=C(C=C1)C1=C(C=CC(=C1)C=1OC(=NN1)C)C)C (N-(4-Methoxy-3-methylphenyl)-2′-methyl-5′-(5-methyl-1,3,4-oxadiazol-2-yl)-1,1′-biphenyl-4-carboxamide).